From a dataset of the Open Reaction Database (ORD), a public repository of structured organic reaction records. describe an organic reaction: reactants, conditions, products, and yield The reactants are F[B-](F)(F)F, Nc1ccc(OC(F)F)cc1, [H+], O=N[O-], [Na+], O. Product: F[B-](F)(F)F, N#[N+]c1ccc(OC(F)F)cc1. Reaction SMILES: [F:13][B-:14]([F:15])([F:16])[F:17].[F:1][CH:2]([O:3][c:4]1[cH:5][cH:6][c:7]([NH2:8])[cH:9][cH:10]1)[F:11].[H+:12].[N:18]([O-:19])=[O:20].[Na+:21].[OH2:22]>>[F:13][B-:14]([F:15])([F:16])[F:17].[F:1][CH:2]([O:3][c:4]1[cH:5][cH:6][c:7]([N+:8]#[N:18])[cH:9][cH:10]1)[F:11]. Reactants: tetrakis-triphenylphosphinepalladium, BrC=1C=C2C=C(C(=NC2=CC1)C)C(=O)OC (methyl 6-bromo-2-methylquinoline-3-carboxylate), B(OC1=CC=C(C=C1)C)([O-])[O-] (4-methylphenyl borate), C([O-])([O-])=O.[K+].[K+] (potassium carbonate). The solvent is C=1(C(=CC=CC1)CCO)C.O (toluene-ethanol water). Yields the product CC1=CC=C(C=C1)C=1C=C2C=C(C(=NC2=CC1)C)C(=O)OC (methyl 6-(4-methylphenyl)-2-methylquinoline-3-carboxylate). The yield is 100.6%. RXN SMILES: Br[C:2]1[CH:3]=[C:4]2[C:9](=[CH:10][CH:11]=1)[N:8]=[C:7]([CH3:12])[C:6]([C:13]([O:15][CH3:16])=[O:14])=[CH:5]2.B([O-])([O-])O[C:19]1[CH:24]=[CH:23][C:22]([CH3:25])=[CH:21][CH:20]=1.C(=O)([O-])[O-].[K+].[K+]>C1(C)C(CCO)=CC=CC=1.O>[CH3:25][C:22]1[CH:23]=[CH:24][C:19]([C:2]2[CH:3]=[C:4]3[C:9](=[CH:10][CH:11]=2)[N:8]=[C:7]([CH3:12])[C:6]([C:13]([O:15][CH3:16])=[O:14])=[CH:5]3)=[CH:20][CH:21]=1 |f:2.3.4,5.6|. Reported procedure: Under argon atmosphere, a solution of methyl 6-bromo-2-methylquinoline-3-carboxylate (1.22 g), 4-methylphenyl borate (0.65 g) and potassium carbonate (1.18 g) in toluene-ethanol-water (40-4-4 ml) was stirred at room temperature for 1 hour. To the reaction mixture was added tetrakis-triphenylphosphinepalladium (0.15 g), and the mixture was refluxed for 18 hours and cooled to room temperature. The organic layer was washed with saturated sodium chloride solution, dried with magnesium sulfate and co... The reactants are 14, Cl.C(C)SC=1N(C=CN1)C1=CC=C(C=C1)C (2-(ethylthio)-1-(4-methylphenyl)-1H-imidazole monohydrochloride), Br (hydrobromic acid), C(C)(=O)O (acetic acid). The product is 4-[, C(C)SC=1N(C=CN1)C1=C(C=CC=C1)O (2-(ethylthio-1H-imidazol-1-yl]phenol). Yield: 72.5%. As a reaction SMILES: Cl.[CH2:2]([S:4][C:5]1[N:6]([C:10]2[CH:15]=[CH:14][C:13](C)=[CH:12][CH:11]=2)[CH:7]=[CH:8][N:9]=1)[CH3:3].Br.C(O)(=[O:20])C>>[CH2:2]([S:4][C:5]1[N:6]([C:10]2[CH:15]=[CH:14][CH:13]=[CH:12][C:11]=2[OH:20])[CH:7]=[CH:8][N:9]=1)[CH3:3] |f:0.1|. Reported procedure: A mixture of 14 parts of 2-(ethylthio)-1-(4-methylphenyl)-1H-imidazole monohydrochloride and 113 parts of hydrobromic acid solution 48% in glacial acetic acid is stirred and refluxed for 3 hours. The reaction mixture is evaporated and the residue is dissolved in water. The solution is neutralized with sodium hydrogen carbonate. The precipitated product is filtered off and crystallized from 2-propanol, yielding 8.3 parts (72.5%) of 4-[2-(ethylthio-1H-imidazol-1-yl]phenol; mp. 165.2° C. Starting materials: [Li]C(C)(C)C (tBuLi), BrC=1C=CC=C2CCC(C12)NC1=CC=CC=C1 (7-bromo-N-phenyl-2,3-dihydro-1H-inden-1-amine), C1CCOC1 (THF), [Li]CCCC (nBuLi), C(C)(C)OB1OC(C(O1)(C)C)(C)C (2-isopropoxy-4,4,5,5-tetramethyl-1,3,2-dioxaborolane). Run in CCCCC (pentane), hexanes. Run at time 1 hour. The product is C1(=CC=CC=C1)NC1CCC2=CC=CC(=C12)B1OC(C(O1)(C)C)(C)C (N-phenyl-7-(4,4,5,5-tetramethyl-1,3,2-dioxaborolan-2-yl)-2,3-dihydro-1H-inden-1-amine). Reaction SMILES: Br[C:2]1[CH:3]=[CH:4][CH:5]=[C:6]2[C:10]=1[CH:9]([NH:11][C:12]1[CH:17]=[CH:16][CH:15]=[CH:14][CH:13]=1)[CH2:8][CH2:7]2.C1COCC1.[Li]CCCC.[Li]C(C)(C)C.C(O[B:37]1[O:41][C:40]([CH3:43])([CH3:42])[C:39]([CH3:45])([CH3:44])[O:38]1)(C)C>CCCCC>[C:12]1([NH:11][CH:9]2[C:10]3[C:6](=[CH:5][CH:4]=[CH:3][C:2]=3[B:37]3[O:41][C:40]([CH3:43])([CH3:42])[C:39]([CH3:45])([CH3:44])[O:38]3)[CH2:7][CH2:8]2)[CH:17]=[CH:16][CH:15]=[CH:14][CH:13]=1. Procedure details: To a solution of 2.50 g (8.70 mmol) of 7-bromo-N-phenyl-2,3-dihydro-1H-inden-1-amine in 50 ml THF 3.50 ml (8.70 mmol) of 2.5M nBuLi in hexanes was added at −80° C. in argon atmosphere. The reaction mixture was then stirred for 1 h at this temperature. Further on, 11.1 ml (17.8 mmol) of 1.7M tBuLi in pentane was added, and the reaction mixture was stirred for 1 h. Then, 3.23 g (17.4 mmol) of 2-isopropoxy-4,4,5,5-tetramethyl-1,3,2-dioxaborolane was added. After that the cooling bath was removed, a... Starting materials: [N+](=O)([O-])C1=C(C=CC=C1)S(=O)(=O)Cl (2-nitrobenzenesulfonyl chloride), CC=1C=C(C=NC1C)N (5,6-dimethylpyridin-3-amine), Cl[Sn]Cl (SnCl2). The solvent is C(C)O (ethanol), N1=CC=CC=C1 (pyridine). The product is NC1=C(C=CC=C1)S(=O)(=O)NC=1C=NC(=C(C1)C)C (2-amino-N-(5,6-dimethylpyridin-3-yl)benzenesulfonamide). Yield: 105.7%. As a reaction SMILES: [N+:1]([C:4]1[CH:9]=[CH:8][CH:7]=[CH:6][C:5]=1[S:10](Cl)(=[O:12])=[O:11])([O-])=O.[CH3:14][C:15]1[CH:16]=[C:17]([NH2:22])[CH:18]=[N:19][C:20]=1[CH3:21].Cl[Sn]Cl>N1C=CC=CC=1.C(O)C>[NH2:1][C:4]1[CH:9]=[CH:8][CH:7]=[CH:6][C:5]=1[S:10]([NH:22][C:17]1[CH:18]=[N:19][C:20]([CH3:21])=[C:15]([CH3:14])[CH:16]=1)(=[O:12])=[O:11]. Procedure details: The title compound (2.7 g, 13.0 mmol) was prepared in two steps from 2-nitrobenzenesulfonyl chloride (3.20 g, 14.4 mmol) and 5,6-dimethylpyridin-3-amine (1.5 g, 12.3 mmol) in pyridine (20 mL) at rt; followed by SnCl2 (8.88 g, 46.8 mmol) in ethanol at reflux for 2 h using the methods of (IntA1), steps 1 and 2. Reactants: CCO, Cl, CCOC(=O)c1cc(-c2ccc(F)cc2F)cc(I)c1OC, [Na+], [OH-]. The product is COc1c(I)cc(-c2ccc(F)cc2F)cc1C(=O)O. As a reaction SMILES: [CH3:26][CH2:27][OH:28].[ClH:25].[F:1][c:2]1[c:3](-[c:9]2[cH:10][c:11]([C:18](=[O:19])[O:20][CH2:21][CH3:22])[c:12]([O:16][CH3:17])[c:13]([I:15])[cH:14]2)[cH:4][cH:5][c:6]([F:8])[cH:7]1.[Na+:24].[OH-:23]>>[F:1][c:2]1[c:3](-[c:9]2[cH:10][c:11]([C:18](=[O:19])[OH:20])[c:12]([O:16][CH3:17])[c:13]([I:15])[cH:14]2)[cH:4][cH:5][c:6]([F:8])[cH:7]1. Procedure details: Nitration of methyl 5-methylselenophene-2-carboxylate provided methyl 5-methyl-4-nitroselenophene-2-carboxylate. The nitro functionality is reduced to amines using suitable reducing agents, for example, iron powder or any other nitro reducing agents in good yield. Diazotization of methyl-amino-5-methylselenophene-2-carboxylate with sodium nitrite followed by treatment with potassium carbonate/dimethylamine provides methyl 4-[(dimethylamino)diazenyl]-5-methylselenophene-2-carboxylate. Treatment o... The reactants are N(=O)[O-].[Na+] (sodium nitrite), CC1=C(C=C([Se]1)C(=O)OC)[N+](=O)[O-] (methyl 5-methyl-4-nitroselenophene-2-carboxylate), CC=1C(=C([Se]C1C)C(=O)[O-])N (methyl-amino-5-methylselenophene-2-carboxylate), amines, nitro, C([O-])([O-])=O.[K+].[K+].CNC (potassium carbonate dimethylamine). Reaction SMILES: [CH3:1][C:2]1[Se:6][C:5]([C:7]([O:9][CH3:10])=[O:8])=[CH:4][C:3]=1[N+:11]([O-])=O.CC1C([NH2:24])=C(C([O-])=O)[Se]C=1C.N([O-])=O.[Na+].C(=O)([O-])[O-].[K+].[K+].[CH3:35][NH:36][CH3:37]>[Fe]>[CH3:35][N:36]([N:24]=[N:11][C:3]1[CH:4]=[C:5]([C:7]([O:9][CH3:10])=[O:8])[Se:6][C:2]=1[CH3:1])[CH3:37] |f:2.3,4.5.6.7|. The product is CN(C)N=NC=1C=C([Se]C1C)C(=O)OC (methyl 4-[(dimethylamino)diazenyl]-5-methylselenophene-2-carboxylate). Reagents/catalysts: [Fe] (iron).